This data is from the Open Reaction Database (ORD), a public repository of structured organic reaction records. The task is: describe an organic reaction: reactants, conditions, products, and yield The reactants are CC(C)O, CCS(=O)(=O)c1ncc(C(=O)c2c(F)ccc(OC)c2F)c(N)n1, CC(=O)N1CCC(N)CC1. Product: COc1ccc(F)c(C(=O)c2cnc(NC3CCN(C(C)=O)CC3)nc2N)c1F. Reaction SMILES: [CH:35]([OH:36])([CH3:37])[CH3:38].[NH2:1][c:2]1[n:3][c:4]([S:20]([CH2:21][CH3:22])(=[O:23])=[O:24])[n:5][cH:6][c:7]1[C:8](=[O:9])[c:10]1[c:11]([F:19])[c:12]([O:17][CH3:18])[cH:13][cH:14][c:15]1[F:16].[NH2:25][CH:26]1[CH2:27][CH2:28][N:29]([C:32]([CH3:33])=[O:34])[CH2:30][CH2:31]1>>[NH2:1][c:2]1[n:3][c:4]([NH:25][CH:26]2[CH2:27][CH2:28][N:29]([C:32]([CH3:33])=[O:34])[CH2:30][CH2:31]2)[n:5][cH:6][c:7]1[C:8](=[O:9])[c:10]1[c:11]([F:19])[c:12]([O:17][CH3:18])[cH:13][cH:14][c:15]1[F:16]. Reactants: COC1=C(C=CC=C1)N1CCNCC1 (1-[2-(methyloxy)phenyl]piperazine), [N+](=O)([O-])[O-].[K+] (KNO3). The solvent is OS(=O)(=O)O (H2SO4). Reaction conditions: temperature 0 celsius, time 4 hour. Product: COC1=C(C=C(C=C1)[N+](=O)[O-])N1CCNCC1 (1-[2-(Methyloxy)-5-nitrophenyl]piperazine). Isolated yield 42.0%. As a reaction SMILES: [CH3:1][O:2][C:3]1[CH:8]=[CH:7][CH:6]=[CH:5][C:4]=1[N:9]1[CH2:14][CH2:13][NH:12][CH2:11][CH2:10]1.[N+:15]([O-])([O-:17])=[O:16].[K+]>OS(O)(=O)=O>[CH3:1][O:2][C:3]1[CH:8]=[CH:7][C:6]([N+:15]([O-:17])=[O:16])=[CH:5][C:4]=1[N:9]1[CH2:14][CH2:13][NH:12][CH2:11][CH2:10]1 |f:1.2|. Procedure: To 1-[2-(methyloxy)phenyl]piperazine (11.0 g, 50.7 mmol) was added concentrated H2SO4 (60 mL) dropwise to and stirred for 4 h at 0° C. KNO3 (7.2 g, 71.2 mmol) was then added and the mixture stirred overnight while allowing to warm to rt. Reaction was then quenched with ice and then 2N NaOH (100 mL) added and extracted three times with EtOAc. Combined organic phases were dried over MgSO4 and loaded directly onto silica gel. Purified by silica gel chromatography in 0-20% MeOH/NH4OH in EtOAc. Yield... Starting materials: Cl, [O-][I+3]([O-])([O-])[O-], [Na+], [Na+], O=C([O-])O, CC1(C)C2CC(CN3C(=O)C(Cc4ccncc4)(Cc4ccncc4)NC3=CC(=O)c3ccc(C#N)cc3)C(O)(CO)C1C2. Yields the product CC1(C)C2CC(CN3C(=O)C(Cc4ccncc4)(Cc4ccncc4)NC3=CC(=O)c3ccc(C#N)cc3)C(=O)C1C2. As a reaction SMILES: [ClH:56].[I+3:45]([O-:46])([O-:47])([O-:48])[O-:49].[Na+:50].[Na+:55].[O-:51][C:52]([OH:53])=[O:54].[OH:1][C:2]1([CH2:43][OH:44])[CH:3]2[C:4]([CH3:41])([CH3:42])[CH:5]([CH2:6][CH:7]1[CH2:8][N:9]1[C:10](=[CH:29][C:30](=[O:31])[c:32]3[cH:33][cH:34][c:35]([C:36]#[N:37])[cH:38][cH:39]3)[NH:11][C:12]([CH2:15][c:16]3[cH:17][cH:18][n:19][cH:20][cH:21]3)([CH2:22][c:23]3[cH:24][cH:25][n:26][cH:27][cH:28]3)[C:13]1=[O:14])[CH2:40]2>>[O:1]=[C:2]1[CH:3]2[C:4]([CH3:41])([CH3:42])[CH:5]([CH2:6][CH:7]1[CH2:8][N:9]1[C:10](=[CH:29][C:30](=[O:31])[c:32]3[cH:33][cH:34][c:35]([C:36]#[N:37])[cH:38][cH:39]3)[NH:11][C:12]([CH2:15][c:16]3[cH:17][cH:18][n:19][cH:20][cH:21]3)([CH2:22][c:23]3[cH:24][cH:25][n:26][cH:27][cH:28]3)[C:13]1=[O:14])[CH2:40]2. Reactants: CCOC(=O)CCc1ccc(-c2ccc(CN3CCN(C(C)=O)CC3)cc2)c(OCCCOC)c1, CCO, Cl, N=C(N)N, [Na], CN(C)C=O. Yields the product Cl, COCCCOc1cc(CCC(=O)NC(=N)N)ccc1-c1ccc(CN2CCN(C(C)=O)CC2)cc1. Reaction SMILES: [C:7]([CH3:8])(=[O:9])[N:10]1[CH2:11][CH2:12][N:13]([CH2:16][c:17]2[cH:18][cH:19][c:20](-[c:23]3[c:24]([O:36][CH2:37][CH2:38][CH2:39][O:40][CH3:41])[cH:25][c:26]([CH2:29][CH2:30][C:31](=[O:32])[O:33][CH2:34][CH3:35])[cH:27][cH:28]3)[cH:21][cH:22]2)[CH2:14][CH2:15]1.[CH3:47][CH2:48][OH:49].[ClH:2].[NH2:3][C:4](=[NH:5])[NH2:6].[Na:1].[O:42]=[CH:43][N:44]([CH3:45])[CH3:46]>>[ClH:2].[NH:3]=[C:4]([NH:5][C:31]([CH2:30][CH2:29][c:26]1[cH:25][c:24]([O:36][CH2:37][CH2:38][CH2:39][O:40][CH3:41])[c:23](-[c:20]2[cH:19][cH:18][c:17]([CH2:16][N:13]3[CH2:12][CH2:11][N:10]([C:7]([CH3:8])=[O:9])[CH2:15][CH2:14]3)[cH:22][cH:21]2)[cH:28][cH:27]1)=[O:32])[NH2:6]. Reactants: O=C([O-])[O-], CN(C)C=O, O=c1c(I)coc2ccccc12, [K+], [K+], O, c1cc[nH]c1. Yields the product O=c1c(-c2ccc[nH]2)coc2ccccc12. As a reaction SMILES: [C:18](=[O:19])([O-:20])[O-:21].[CH3:24][N:25]([CH3:26])[CH:27]=[O:28].[I:1][c:2]1[cH:3][o:4][c:5]2[cH:6][cH:7][cH:8][cH:9][c:10]2[c:11]1=[O:12].[K+:22].[K+:23].[OH2:29].[nH:13]1[cH:14][cH:15][cH:16][cH:17]1>>[c:2]1(-[c:14]2[nH:13][cH:17][cH:16][cH:15]2)[cH:3][o:4][c:5]2[cH:6][cH:7][cH:8][cH:9][c:10]2[c:11]1=[O:12]. The reactants are ClC=1C=2N(C3=CC(=C(C=C3N1)Cl)Cl)C(=NN2)CC (4,7,8-Trichloro-1-ethyl-[1,2,4]-triazolo[4,3-a]quinoxaline), C(C)NCC (diethylamine). Run in CN(C=O)C (N,N-dimethylformamide). Conditions: time 15 minute. Product: ClC=1C=C2N=C(C=3N(C2=CC1Cl)C(=NN3)CC)N(CC)CC (7,8-dichloro-4-diethylamino-1-ethyl-[1,2,4]triazolo[4,3-a]quinoxaline). Yield: 16.0%. RXN SMILES: Cl[C:2]1[C:3]2[N:4]([C:14]([CH2:17][CH3:18])=[N:15][N:16]=2)[C:5]2[C:10]([N:11]=1)=[CH:9][C:8]([Cl:12])=[C:7]([Cl:13])[CH:6]=2.[CH2:19]([NH:21][CH2:22][CH3:23])[CH3:20]>CN(C)C=O>[Cl:12][C:8]1[CH:9]=[C:10]2[C:5](=[CH:6][C:7]=1[Cl:13])[N:4]1[C:14]([CH2:17][CH3:18])=[N:15][N:16]=[C:3]1[C:2]([N:21]([CH2:22][CH3:23])[CH2:19][CH3:20])=[N:11]2. Procedure: 4,7,8-Trichloro-1-ethyl-[1,2,4]-triazolo[4,3-a]quinoxaline (2.9 g., 0.0096 mole) and 2.1 g. (0.0388 mole) of diethylamine in N,N-dimethylformamide (50 ml.) were stirred at room temperature for 2 hours. The reaction mixture was poured over ice and stirred for 15 minutes. The precipitate was separated by filtration, washed with water and air dried. Recrystallization (three times) from isopropanol then afforded 500 mg. (16% yield) of pure 7,8-dichloro-4-diethylamino-1-ethyl-[1,2,4]triazolo[4,3-a]qu... The reactants are ClCCl (dichloromethane), [N-]=[N+]=[N-].[Na+] (sodium azide), S(C)(=O)(=O)O.ClC1=C(C=CC(=C1)Cl)C1(OC1)CN1N=CN=C1 (2-(2,4-dichlorophenyl)-2-(1H-1,2,4-triazol-1-ylmethyl)oxirane monomesylate). Run in O (water), O (water), CN(C=O)C (dimethylformamide). Reaction conditions: time 0.5 hour. Product: N(=[N+]=[N-])CC(CN1N=CN=C1)(O)C1=C(C=C(C=C1)Cl)Cl (1-azido-2-(2,4-dichlorophenyl)-3-(1H-1,2,4-triazol-1-yl)propan-2-ol). Reaction SMILES: [N-:1]=[N+:2]=[N-:3].[Na+].S(O)(=O)(=O)C.[Cl:10][C:11]1[CH:16]=[C:15]([Cl:17])[CH:14]=[CH:13][C:12]=1[C:18]1([CH2:21][N:22]2[CH:26]=[N:25][CH:24]=[N:23]2)[CH2:20][O:19]1.ClCCl>O.CN(C)C=O>[N:1]([CH2:20][C:18]([C:12]1[CH:13]=[CH:14][C:15]([Cl:17])=[CH:16][C:11]=1[Cl:10])([OH:19])[CH2:21][N:22]1[CH:26]=[N:25][CH:24]=[N:23]1)=[N+:2]=[N-:3] |f:0.1,2.3|. Procedure details: A solution of sodium azide (22.75 g, 0.35 mole) in water (62.5 ml) was added to a solution of 2-(2,4-dichlorophenyl)-2-(1H-1,2,4-triazol-1-ylmethyl)oxirane monomesylate (25 g, 0.068 mole) in dimethylformamide (DMF) (250 ml) and the reaction mixture was stirred at room temperature for 0.5 hours and then at 60° for 16 hours. The reaction mixture was cooled and then poured into a mixture of dichloromethane (250 ml) and water (75 ml). The two phases were separated and the aqueous phase was extracted...